From a dataset of the Open Reaction Database (ORD), a public repository of structured organic reaction records. describe an organic reaction: reactants, conditions, products, and yield Reactants: NC1=NC=C(C(=C1N)N[C@H]1[C@H]([C@@H]2C=C[C@H]1C2)C(=O)N)Br ((1S,2S,3R,4R)-3-(2,3-Diamino-5-bromo-pyridin-4-ylamino)-bicyclo[2.2.1]hept-5-ene-2-carboxylic acid amide), CN(C=1C=C(C=O)C=CC1)C (3-(dimethylamino)benzaldehyde). The product is BrC=1C(=C2C(=NC1)NC(=N2)C2=CC(=CC=C2)N(C)C)N[C@H]2[C@H]([C@@H]1C=C[C@H]2C1)C(=O)N ((1S,2S,3R,4R)-3-[6-Bromo-2-(3-dimethylamino-phenyl)-3H-imidazo[4,5-b]pyridin-7-ylamino]-bicyclo[2.2.1]hept-5-ene-2-carboxylic acid amide). Isolated yield 58.0%. RXN SMILES: [NH2:1][C:2]1[C:7]([NH2:8])=[C:6]([NH:9][C@@H:10]2[C@@H:15]3[CH2:16][C@@H:12]([CH:13]=[CH:14]3)[C@@H:11]2[C:17]([NH2:19])=[O:18])[C:5]([Br:20])=[CH:4][N:3]=1.[CH3:21][N:22]([CH3:31])[C:23]1[CH:24]=[C:25]([CH:28]=[CH:29][CH:30]=1)[CH:26]=O>>[Br:20][C:5]1[C:6]([NH:9][C@@H:10]2[C@@H:15]3[CH2:16][C@@H:12]([CH:13]=[CH:14]3)[C@@H:11]2[C:17]([NH2:19])=[O:18])=[C:7]2[N:8]=[C:26]([C:25]3[CH:28]=[CH:29][CH:30]=[C:23]([N:22]([CH3:31])[CH3:21])[CH:24]=3)[NH:1][C:2]2=[N:3][CH:4]=1. Procedure: In a similar fashion to Compound LXXVI, (1S,2S,3R,4R)-3-(2,3-Diamino-5-bromo-pyridin-4-ylamino)-bicyclo[2.2.1]hept-5-ene-2-carboxylic acid amide (1.30 mg, 0.386 mmol) and 3-(dimethylamino)benzaldehyde were reacted to produce 105 mg (58%) of the title compound. mp: 220-221° C., 1H NMR (300 MHz, DMSO-d6): 13.02 (s, 1H), 7.90 (d, 1H), 7.66 (s, 1H), 7.50 (s, 1H), 7.47 (d, J=8 Hz, 1H), 7.30 (t, J=8 Hz, 1H), 7.15 (s, 1H), 6.86 (m, 1H), 6.81 (d, J=8 Hz, 1H), 6.40 (d, J=5 Hz, 1H), 6.33 (s, 2H), 2.98 (s,... Reagents/catalysts: C1(=CC=C(C=C1)S(=O)(=O)O)C (p-toluene-sulfonic acid). The yield is 990.3%. RXN SMILES: [CH3:1][C:2](=[CH:5][CH2:6][O:7][C:8](=[O:10])[CH3:9])[CH:3]=[O:4].CO.N1C2C(=CC=CC=2)C=C[CH:14]=1>C1(C)C=CC(S(O)(=O)=O)=CC=1>[C:8]([O:7][CH:6]=[CH:5][C:2]([CH3:1])=[CH:3][O:4][CH3:14])(=[O:10])[CH3:9]. Reported procedure: 28.4 g (0.2 mole) of 2-methyl-4-acetoxy-2-butenal is dripped into a mixture of 23.3 g (0.22 mole) of o-formic acid methyl ester, 12.8 g (0.4 mole) of methanol and 0.35 g (2millimoles) of p-toluene-sulfonic acid. Acetalization takes place while the temperature rises. After 1 hour 2 g (15 millimoles) of quinoline is added and the whole is heated at 185° to 190° C (internal temperature) and at a pressure of 200 mm Hg for 20 minutes The methanol which is eliminated is distilled off in a 20-cm column... The product is C(C)(=O)OC=CC(=COC)C (1-acetoxy-3-methyl-4-methoxy-1,3-butadiene). The reactants are N1=CC=CC2=CC=CC=C12 (quinoline), CC(C=O)=CCOC(C)=O (2-methyl-4-acetoxy-2-butenal), o-formic acid methyl ester, CO (methanol). Starting materials: [N+](=O)([O-])C1=C(C=CC=C1)S(=O)(=O)N1CC1 (1-[(2-Nitrophenyl)sulfonyl]aziridine), C1=CC=CC=2C3=CC=CC=C3NC12 (Carbazole), O.[Na] (sodium hydrate), Cl (HCl). Solvent: CCCCCC.C(C)(=O)OCC (hexane ethyl acetate), CC#N (CH3CN), O (water), CC#N (CH3CN). Run at time 17.5 minute. The product is C1=CC=CC=2C3=CC=CC=C3N(C12)CCNS(=O)(=O)C1=C(C=CC=C1)[N+](=O)[O-] (N-[2-(9H-Carbazol-9-yl)ethyl]-2-nitrobenzenesulfonamide). As a reaction SMILES: [CH:1]1[C:13]2[NH:12][C:11]3[C:6](=[CH:7][CH:8]=[CH:9][CH:10]=3)[C:5]=2[CH:4]=[CH:3][CH:2]=1.O.[Na].[N+:16]([C:19]1[CH:24]=[CH:23][CH:22]=[CH:21][C:20]=1[S:25]([N:28]1[CH2:30][CH2:29]1)(=[O:27])=[O:26])([O-:18])=[O:17].Cl>CC#N.O.CCCCCC.C(OCC)(=O)C>[CH:10]1[C:11]2[N:12]([CH2:30][CH2:29][NH:28][S:25]([C:20]3[CH:21]=[CH:22][CH:23]=[CH:24][C:19]=3[N+:16]([O-:18])=[O:17])(=[O:26])=[O:27])[C:13]3[C:5](=[CH:4][CH:3]=[CH:2][CH:1]=3)[C:6]=2[CH:7]=[CH:8][CH:9]=1 |f:1.2,7.8,^1:14|. Procedure details: Carbazole (1.10 g, 6.59 mmol) was dissolved in CH3CN (40 mL). Then sodium hydrate (0.33 g, 8.25 mmol) was added, and the mixture was stirred at room temperature for 15-20 min. Then, a solution of aziridine 56 (1.5 g, 7.89 mmol) in CH3CN (30 mL) was added in one portion. The resulting mixture was stirred for 1 h (TLC monitoring, eluent: hexane-ethyl acetate, 1:1), poured into water, acidified with HCl to pH 1, and stirred again at room temperature. Gradually, an orange product precipitated from t... RXN SMILES: Br[C:2]1[N:6]([CH:7]([CH3:9])[CH3:8])[C:5]2[CH:10]([C:24]3[CH:29]=[CH:28][C:27]([Cl:30])=[CH:26][CH:25]=3)[N:11]([C:14]3[CH:19]=[C:18]([Cl:20])[C:17](=[O:21])[N:16]([CH3:22])[C:15]=3[F:23])[C:12](=[O:13])[C:4]=2[CH:3]=1.[CH3:31][O:32][C:33]1[N:38]=[C:37]([O:39][CH3:40])[C:36](B(O)O)=[CH:35][N:34]=1.BrC1N(C(C)C)C2C(C3C=CC(Cl)=CC=3)N(C3C=C(Cl)C=CC=3C)C(=O)C=2C=1.COC1C(B2OC(C)(C)C(C)(C)O2)=CN=C(N)N=1>>[Cl:20][C:18]1[C:17](=[O:21])[N:16]([CH3:22])[C:15]([F:23])=[C:14]([N:11]2[C:12](=[O:13])[C:4]3[CH:3]=[C:2]([C:36]4[C:37]([O:39][CH3:40])=[N:38][C:33]([O:32][CH3:31])=[N:34][CH:35]=4)[N:6]([CH:7]([CH3:9])[CH3:8])[C:5]=3[CH:10]2[C:24]2[CH:29]=[CH:28][C:27]([Cl:30])=[CH:26][CH:25]=2)[CH:19]=1. Starting materials: BrC1=CC2=C(N1C(C)C)C(N(C2=O)C2=C(N(C(C(=C2)Cl)=O)C)F)C2=CC=C(C=C2)Cl (2-bromo-5-(5-chloro-2-fluoro-1-methyl-6-oxo-1,6-dihydro-pyridin-3-yl)-6-(4-chloro-phenyl)-1-isopropyl-5,6-dihydro-1H-pyrrolo[3,4-b]pyrrol-4-one), COC1=NC(=NC=C1B1OC(C(O1)(C)C)(C)C)N (4-methoxy-5-(4,4,5,5-tetramethyl-[1,3,2]dioxaborolan-2-yl)-pyrimidin-2-ylamine), COC1=NC=C(C(=N1)OC)B(O)O (2,4-dimethoxypyrimidine-5-boronic acid), BrC1=CC2=C(N1C(C)C)C(N(C2=O)C2=C(C=CC(=C2)Cl)C)C2=CC=C(C=C2)Cl (2-bromo-5-(5-chloro-2-methyl-phenyl)-6-(4-chloro-phenyl)-1-isopropyl-5,6-dihydro-1H-pyrrolo[3,4-b]pyrrol-4-one). The product is ClC1=CC(=C(N(C1=O)C)F)N1C(C=2N(C(=CC2C1=O)C=1C(=NC(=NC1)OC)OC)C(C)C)C1=CC=C(C=C1)Cl (5-(5-Chloro-2-fluoro-1-methyl-6-oxo-1,6-dihydro-pyridin-3-yl)-6-(4-chloro-phenyl)-2-(2,4-dimethoxy-pyrimidin-5-yl)-1-isopropyl-5,6-dihydro-1H-pyrrolo[3,4-b]pyrrol-4-one). Procedure: The title compound was prepared in analogy to the procedure described for Example 25 but 2-bromo-5-(5-chloro-2-fluoro-1-methyl-6-oxo-1,6-dihydro-pyridin-3-yl)-6-(4-chloro-phenyl)-1-isopropyl-5,6-dihydro-1H-pyrrolo[3,4-b]pyrrol-4-one (Intermediate AT) and 2,4-dimethoxypyrimidine-5-boronic acid were used instead of 2-bromo-5-(5-chloro-2-methyl-phenyl)-6-(4-chloro-phenyl)-1-isopropyl-5,6-dihydro-1H-pyrrolo[3,4-b]pyrrol-4-one and 4-methoxy-5-(4,4,5,5-tetramethyl-[1,3,2]dioxaborolan-2-yl)-pyrimidin-2... Starting materials: C(C)(=O)[O-].[K+] (potassium acetate), FC1=NC=CC(=C1)B(O)O (2-fluoropyridin-4-ylboronic acid), BrC1=CC=2[C@@]3(C4=CC(=CC=C4OC2C(=C1)F)O)COCC(=N3)NC(OC(C)(C)C)=O ((S)-tert-butyl 2′-bromo-4′-fluoro-7′-hydroxy-2,6-dihydrospiro[[1,4]oxazine-3,9′-xanthene]-5-ylcarbamate), C(C)#N.O1CCOCC1 (acetonitrile dioxane). The reagents and catalysts are CC(C)(C)P(C1=CC=C(C=C1)N(C)C)C(C)(C)C.CC(C)(C)P(C1=CC=C(C=C1)N(C)C)C(C)(C)C.Cl[Pd]Cl (bis(di-tert-butyl(4-dimethylaminophenyl)phosphine)dichloropalladium(II)). Run in [Cl-].[Na+].O (brine), O (Water). Run at temperature 100 celsius. The product is NC1=N[C@]2(C3=CC(=CC=C3OC=3C(=CC(=CC23)C2=CC(=NC=C2)F)F)O)COC1 ((S)-5-amino-4′-fluoro-2′-(2-fluoropyridin-4-yl)-2,6-dihydrospiro[[1,4]oxazine-3,9′-xanthen]-7′-ol). Isolated yield 38.4%. Reaction SMILES: C([O-])(=O)C.[K+].[F:6][C:7]1[CH:12]=[C:11](B(O)O)[CH:10]=[CH:9][N:8]=1.Br[C:17]1[CH:30]=[C:29]([F:31])[C:28]2[O:27][C:26]3[C:21](=[CH:22][C:23]([OH:32])=[CH:24][CH:25]=3)[C@:20]3([N:37]=[C:36]([NH:38]C(=O)OC(C)(C)C)[CH2:35][O:34][CH2:33]3)[C:19]=2[CH:18]=1.C(#N)C.O1CCOCC1>[Cl-].[Na+].O.CC(P(C(C)(C)C)C1C=CC(N(C)C)=CC=1)(C)C.CC(P(C(C)(C)C)C1C=CC(N(C)C)=CC=1)(C)C.Cl[Pd]Cl.O>[NH2:38][C:36]1[CH2:35][O:34][CH2:33][C@:20]2([C:19]3[CH:18]=[C:17]([C:11]4[CH:10]=[CH:9][N:8]=[C:7]([F:6])[CH:12]=4)[CH:30]=[C:29]([F:31])[C:28]=3[O:27][C:26]3[C:21]2=[CH:22][C:23]([OH:32])=[CH:24][CH:25]=3)[N:37]=1 |f:0.1,4.5,6.7.8,9.10.11|. Procedure details: A microwave vial was charged with potassium acetate (6.14 mg, 0.063 mmol), bis(di-tert-butyl(4-dimethylaminophenyl)phosphine)dichloropalladium(II) (1.77 mg, 2.504 μmol), and 2-fluoropyridin-4-ylboronic acid (4.23 mg, 0.030 mmol). The (S)-tert-butyl 2′-bromo-4′-fluoro-7′-hydroxy-2,6-dihydrospiro[[1,4]oxazine-3,9′-xanthene]-5-ylcarbamate (0.012 g, 0.025 mmol) was added as a solution in 1:1 acetonitrile/dioxane (1 mL). Water (0.1 mL) was added. Argon was blown through the vessel, which was then sea... Starting materials: FC1=C(C=CC(=C1)OCC1=CC=C(C=C1)Cl)N=C=O (2-fluoro-4-(4-chlorophenylmethoxy)phenyl isocyanate), C([O-])([O-])=O.[K+].[K+] (potassium carbonate), CI (methyl iodide), NC(=CC(=O)OCC)C(F)(F)F (ethyl 3-amino-4,4,4-trifluoro-2-butenoate), [H-].[Na+] (sodium hydride). Solvent: O1CCCC1 (tetrahydrofuran), CN(C=O)C (N,N-dimethylformamide), O1CCCC1 (tetrahydrofuran), O (water). Run at temperature -20 celsius, time 18 hour. The product is ClC1=CC=C(C=C1)COC1=CC(=C(C=C1)N1C(N(C(=CC1=O)C(F)(F)F)C)=O)F (3-[4-(4-Chlorophenylmethoxy)-2-fluorophenyl]-1-methyl-6-trifluoromethyluracil). RXN SMILES: [NH2:1][C:2]([C:9]([F:12])([F:11])[F:10])=[CH:3][C:4]([O:6]CC)=O.[H-].[Na+].[F:15][C:16]1[CH:21]=[C:20]([O:22][CH2:23][C:24]2[CH:29]=[CH:28][C:27]([Cl:30])=[CH:26][CH:25]=2)[CH:19]=[CH:18][C:17]=1[N:31]=[C:32]=[O:33].[C:34](=O)([O-])[O-].[K+].[K+].CI>O1CCCC1.CN(C)C=O.O>[Cl:30][C:27]1[CH:28]=[CH:29][C:24]([CH2:23][O:22][C:20]2[CH:19]=[CH:18][C:17]([N:31]3[C:4](=[O:6])[CH:3]=[C:2]([C:9]([F:10])([F:11])[F:12])[N:1]([CH3:34])[C:32]3=[O:33])=[C:16]([F:15])[CH:21]=2)=[CH:25][CH:26]=1 |f:1.2,4.5.6|. Reported procedure: A stirred mixture of 3.8 grams (0.02 mole) of ethyl 3-amino-4,4,4-trifluoro-2-butenoate and 0.8 gram (0.02 mole) of sodium hydride in 60 mL of tetrahydrofuran was cooled to -20° C., and a solution of 5.5 grams (0.02 mole) of 2-fluoro-4-(4-chlorophenylmethoxy)phenyl isocyanate in 60 mL of tetrahydrofuran was added slowly. Upon completion of addition, the reaction mixture was allowed to warm to ambient temperature. The reaction mixture was then heated to 70° C. where it was stirred for about 18 ho...